The task is: describe an organic reaction: reactants, conditions, products, and yield. This data is from the Open Reaction Database (ORD), a public repository of structured organic reaction records. Reactants: N, COC(=O)c1cnn2c(C(F)(F)F)cc(S)nc12. Product: NC(=O)c1cnn2c(C(F)(F)F)cc(S)nc12. As a reaction SMILES: [NH3:19].[SH:1][c:2]1[n:3][c:4]2[n:5]([c:6]([C:8]([F:9])([F:10])[F:11])[cH:7]1)[n:12][cH:13][c:14]2[C:15]([O:17][CH3:16])=[O:18]>>[SH:1][c:2]1[n:3][c:4]2[n:5]([c:6]([C:8]([F:9])([F:10])[F:11])[cH:7]1)[n:12][cH:13][c:14]2[C:15](=[O:17])[NH2:19]. Reactants: C(C)C=1C(=C2C=CN(C2=C(C1)C)S(=O)(=O)C1=CC=C(C)C=C1)C(=C)C1=NC2=C(N1COCC[Si](C)(C)C)C=CC(=C2)C#N (2-(1-(5-ethyl-7-methyl-1-tosyl-1H-indol-4-yl)vinyl)-1-((2-(trimethylsilyl)ethoxy)methyl)-1H-benzo[d]imidazole-5-carbonitrile), C(C)C=1C(=C2C=CN(C2=C(C1)C)S(=O)(=O)C1=CC=C(C)C=C1)C(=C)C1=NC2=C(N1COCC[Si](C)(C)C)C=C(C=C2)C#N (2-(1-(5-ethyl-7-methyl-1-tosyl-1H-indol-4-yl)vinyl)-1-((2-(trimethylsilyl)ethoxy)methyl)-1H-benzo[d]imidazole-6-carbonitrile). Solvent: Cl (HCl), CO (MeOH), C(Cl)Cl (CH2Cl2). Run at temperature 60 celsius, time 5 hour. Product: C(C)C=1C(=C2C=CN(C2=C(C1)C)S(=O)(=O)C1=CC=C(C)C=C1)C(=C)C1=NC2=C(N1)C=CC(=C2)C#N (2-(1-(5-Ethyl-7-methyl-1-tosyl-1H-indol-4-yl)vinyl)-1H-benzo[d]imidazole-5-carbonitrile). Reaction SMILES: [CH2:1]([C:3]1[C:4]([C:23]([C:25]2[N:29](COCC[Si](C)(C)C)[C:28]3[CH:38]=[CH:39][C:40]([C:42]#[N:43])=[CH:41][C:27]=3[N:26]=2)=[CH2:24])=[C:5]2[C:9](=[C:10]([CH3:12])[CH:11]=1)[N:8]([S:13]([C:16]1[CH:22]=[CH:21][C:19]([CH3:20])=[CH:18][CH:17]=1)(=[O:15])=[O:14])[CH:7]=[CH:6]2)[CH3:2].C(C1C(C(C2N(COCC[Si](C)(C)C)C3C=C(C#N)C=CC=3N=2)=C)=C2C(=C(C)C=1)N(S(C1C=CC(C)=CC=1)(=O)=O)C=C2)C>Cl.CO.C(Cl)Cl>[CH2:1]([C:3]1[C:4]([C:23]([C:25]2[NH:29][C:28]3[CH:38]=[CH:39][C:40]([C:42]#[N:43])=[CH:41][C:27]=3[N:26]=2)=[CH2:24])=[C:5]2[C:9](=[C:10]([CH3:12])[CH:11]=1)[N:8]([S:13]([C:16]1[CH:22]=[CH:21][C:19]([CH3:20])=[CH:18][CH:17]=1)(=[O:15])=[O:14])[CH:7]=[CH:6]2)[CH3:2]. Reported procedure: A solution of a mixture of 2-(1-(5-ethyl-7-methyl-1-tosyl-1H-indol-4-yl)vinyl)-1-((2-(trimethylsilyl)ethoxy)methyl)-1H-benzo[d]imidazole-5-carbonitrile and 2-(1-(5-ethyl-7-methyl-1-tosyl-1H-indol-4-yl)vinyl)-1-((2-(trimethylsilyl)ethoxy)methyl)-1H-benzo[d]imidazole-6-carbonitrile (100 mg, 0.164 mmol) in 1M HCl in MeOH (10 mL) was stirred at 60° C. for 5 h. The reaction mixture was cooled to room temperature. The reaction mixture was diluted with CH2Cl2. The layers were separated and the organic ... The reactants are [Br-], [Mg+]C1CC1, COc1ccccc1C=O, [Cl-], [NH4+], C1CCOC1, C1CCOC1. Yields the product COc1ccccc1C(O)C1CC1. RXN SMILES: [Br-:16].[CH:17]1([Mg+:18])[CH2:19][CH2:20]1.[CH:1]([c:2]1[c:3]([O:8][CH3:9])[cH:4][cH:5][cH:6][cH:7]1)=[O:10].[Cl-:21].[NH4+:22].[O:11]1[CH2:12][CH2:13][CH2:14][CH2:15]1.[O:23]1[CH2:24][CH2:25][CH2:26][CH2:27]1>>[CH:1]([c:2]1[c:3]([O:8][CH3:9])[cH:4][cH:5][cH:6][cH:7]1)([OH:10])[CH:13]1[CH2:14][CH2:15]1. Starting materials: CS(=O)(=O)N (methanesulfonamide), C1(CC1)S(=O)(=O)N (cyclopropanesulfonamide), C(#N)C1(C2CC3CC(CC1C3)C2)COC2=CC(=C(C(=O)O)C=C2C2CC2)F (4-((2-cyanoadamantan-2-yl)methoxy)-5-cyclopropyl-2-fluorobenzoic acid), C12(CC3CC(CC(C1)C3)C2)COC2=CC(=C(C(=O)O)C=C2C2CCC2)F (4-(adamantan-1-ylmethoxy)-5-cyclobutyl-2-fluorobenzoic acid). Product: C12(CC3CC(CC(C1)C3)C2)COC2=CC(=C(C(=O)NS(=O)(=O)C3CC3)C=C2C2CCC2)F (4-(adamantan-1-ylmethoxy)-5-cyclobutyl-N-(cyclopropylsulfonyl)-2-fluorobenzamide), solid. Yield: 35.0%. As a reaction SMILES: C(C1(COC2C(C3CC3)=CC(C(O)=O)=C(F)C=2)C2CC3CC(CC1C3)C2)#N.[C:28]12([CH2:38][O:39][C:40]3[C:48]([CH:49]4[CH2:52][CH2:51][CH2:50]4)=[CH:47][C:43]([C:44](O)=[O:45])=[C:42]([F:53])[CH:41]=3)[CH2:37][CH:32]3[CH2:33][CH:34]([CH2:36][CH:30]([CH2:31]3)[CH2:29]1)[CH2:35]2.CS(N)(=O)=O.[CH:59]1([S:62]([NH2:65])(=[O:64])=[O:63])[CH2:61][CH2:60]1>>[C:28]12([CH2:38][O:39][C:40]3[C:48]([CH:49]4[CH2:50][CH2:51][CH2:52]4)=[CH:47][C:43]([C:44]([NH:65][S:62]([CH:59]4[CH2:61][CH2:60]4)(=[O:64])=[O:63])=[O:45])=[C:42]([F:53])[CH:41]=3)[CH2:35][CH:34]3[CH2:36][CH:30]([CH2:31][CH:32]([CH2:33]3)[CH2:37]1)[CH2:29]2. Reported procedure: Following the procedure as described in Example 332 Step 7 and making non-critical variations to replace 4-((2-cyanoadamantan-2-yl)methoxy)-5-cyclopropyl-2-fluorobenzoic acid with 4-(adamantan-1-ylmethoxy)-5-cyclobutyl-2-fluorobenzoic acid and to replace methanesulfonamide with cyclopropanesulfonamide, the title compound was obtained as a colorless solid (0.090 g, 35%): 1H NMR (300 MHz, CDCl3) δ 8.69 (d, J=16.3 Hz, 1H), 7.87 (d, J=9.3 Hz, 1H), 6.53 (d, J=14.71H), 3.69-3.56 (m, 1H), 3.49 (s, 2H),... Reactants: O=C(Cl)c1ccc(Br)cc1, ClCCl, [Na+], O=C([O-])O, c1ccc2sc(-c3ccc(OCCN4CCCC4)cc3)cc2c1. Yields the product O=C(c1ccc(Br)cc1)c1c(-c2ccc(OCCN3CCCC3)cc2)sc2ccccc12. RXN SMILES: [Br:24][c:25]1[cH:26][cH:27][c:28]([C:29](=[O:30])[Cl:31])[cH:32][cH:33]1.[Cl:39][CH2:40][Cl:41].[Na+:38].[O-:34][C:35]([OH:36])=[O:37].[s:1]1[c:2]2[c:3]([cH:4][c:5]1-[c:6]1[cH:7][cH:8][c:9]([O:10][CH2:11][CH2:12][N:13]3[CH2:14][CH2:15][CH2:16][CH2:17]3)[cH:18][cH:19]1)[cH:20][cH:21][cH:22][cH:23]2>>[s:1]1[c:2]2[c:3]([c:4]([C:29]([c:28]3[cH:27][cH:26][c:25]([Br:24])[cH:33][cH:32]3)=[O:30])[c:5]1-[c:6]1[cH:7][cH:8][c:9]([O:10][CH2:11][CH2:12][N:13]3[CH2:14][CH2:15][CH2:16][CH2:17]3)[cH:18][cH:19]1)[cH:20][cH:21][cH:22][cH:23]2. Reactants: C(CCC#C)(=O)OC1=CC(=CC=C1)Cl (3-chlorophenyl pent-4-ynoate), ClC1=NC=CC=C1F (2-chloro-3-fluoropyridine). Yields the product FC=1C(=NC=CC1)C#CCCC(=O)OC1=CC(=CC=C1)Cl (3-chlorophenyl 5-(3-fluoropyridin-2-yl)pent-4-ynoate). Isolated yield 13.1%. RXN SMILES: [C:1]([O:7][C:8]1[CH:13]=[CH:12][CH:11]=[C:10]([Cl:14])[CH:9]=1)(=[O:6])[CH2:2][CH2:3][C:4]#[CH:5].Cl[C:16]1[C:21]([F:22])=[CH:20][CH:19]=[CH:18][N:17]=1>>[F:22][C:21]1[C:16]([C:5]#[C:4][CH2:3][CH2:2][C:1]([O:7][C:8]2[CH:13]=[CH:12][CH:11]=[C:10]([Cl:14])[CH:9]=2)=[O:6])=[N:17][CH:18]=[CH:19][CH:20]=1. Reported procedure: According to the protocol described in Example 237(B), the reaction between 3-chlorophenyl pent-4-ynoate (580 mg, 2.80 mmol) and 2-chloro-3-fluoropyridine (370 mg, 2.80 mmol) afforded 111 mg of 3-chlorophenyl 5-(3-fluoropyridin-2-yl)pent-4-ynoate (Yield: 13%) as yellow-oil. Reactants: O (water), Cl.N1C(OC2(C3=C1N=CC=C3)CCNCC2)=O (spiro[piperidin-4,4′-pyrido[2,3-d][1,3]oxazin]-2′(1′H)-one hydrochloride), ClC1=CC(=NC=N1)OC1=CC2=C(NC(S2)=O)C(=C1)C (6-(6-chloropyrimidin-4-yloxy)-4-methylbenzo[d]thiazol-2(3H)-one), CCN(C(C)C)C(C)C (DIPEA). Run in CN(C)C=O (DMF). Run at time 30 minute. Yields the product CC1=CC(=CC2=C1NC(S2)=O)OC2=CC(=NC=N2)N2CCC1(C3=C(NC(O1)=O)N=CC=C3)CC2 (1-(6-(4-methyl-2-oxo-2,3-dihydrobenzo[d]thiazol-6-yloxy)pyrimidin-4-yl)spiro[piperidin-4,4′-pyrido[2,3-d][1,3]oxazin]-2′(1′H)-one). RXN SMILES: Cl.[NH:2]1[C:7]2[N:8]=[CH:9][CH:10]=[CH:11][C:6]=2[C:5]2([CH2:16][CH2:15][NH:14][CH2:13][CH2:12]2)[O:4][C:3]1=[O:17].Cl[C:19]1[N:24]=[CH:23][N:22]=[C:21]([O:25][C:26]2[CH:35]=[C:34]([CH3:36])[C:29]3[NH:30][C:31](=[O:33])[S:32][C:28]=3[CH:27]=2)[CH:20]=1.CCN(C(C)C)C(C)C.O>CN(C=O)C>[CH3:36][C:34]1[C:29]2[NH:30][C:31](=[O:33])[S:32][C:28]=2[CH:27]=[C:26]([O:25][C:21]2[N:22]=[CH:23][N:24]=[C:19]([N:14]3[CH2:13][CH2:12][C:5]4([O:4][C:3](=[O:17])[NH:2][C:7]5[N:8]=[CH:9][CH:10]=[CH:11][C:6]4=5)[CH2:16][CH2:15]3)[CH:20]=2)[CH:35]=1 |f:0.1|. Procedure: 90 mg (0.35 mmol) spiro[piperidin-4,4′-pyrido[2,3-d][1,3]oxazin]-2′(1′H)-one hydrochloride, 105 mg (0.36 mmol) 6-(6-chloropyrimidin-4-yloxy)-4-methylbenzo[d]thiazol-2(3H)-one and 200 μL (1.16 mmol) DIPEA in 2.0 mL DMF were stirred for 14 h at 60° C. The reaction mixture was cooled, mixed with water and stirred for 30 min. The precipitate formed was suction filtered, stirred with methanol, suction filtered again and dried. The reactants are ClC1=NC(=NC=C1C(F)(F)F)NC1=C(C=C(CP(OCC)(OCC)=O)C=C1)OC (diethyl (4-{[4-chloro-5-(trifluoromethyl)pyrimidin-2-yl]amino}-3-methoxybenzyl)phosphonate), ClC1=NC=C(C(=N1)Cl)C(F)(F)F (2,4-dichloro-5-(trifluoromethyl)pyrimidine), COC1=C(N)C=CC=C1 (2-Methoxyaniline). Yields the product ClC1=NC(=NC=C1C(F)(F)F)NC1=C(C=CC=C1)OC (4-Chloro-N-(2-methoxyphenyl)-5-(trifluoromethyl)pyrimidin-2-amine). The yield is 46.0%. RXN SMILES: [Cl:1][C:2]1[C:7]([C:8]([F:11])([F:10])[F:9])=[CH:6][N:5]=[C:4]([NH:12][C:13]2[CH:27]=[CH:26][C:16](CP(=O)(OCC)OCC)=[CH:15][C:14]=2[O:28][CH3:29])[N:3]=1.ClC1N=C(Cl)C(C(F)(F)F)=CN=1.COC1C=CC=CC=1N>>[Cl:1][C:2]1[C:7]([C:8]([F:11])([F:9])[F:10])=[CH:6][N:5]=[C:4]([NH:12][C:13]2[CH:27]=[CH:26][CH:16]=[CH:15][C:14]=2[O:28][CH3:29])[N:3]=1. Procedure: This material was prepared in a manner analogous to diethyl (4-{[4-chloro-5-(trifluoromethyl)pyrimidin-2-yl]amino}-3-methoxybenzyl)phosphonate using commercially available starting materials (2,4-dichloro-5-(trifluoromethyl)pyrimidine and 2-Methoxyaniline). The crude product from this reaction was recrystallized using MeCN to afford a white solid, 610 mg, 46% yield. 1H NMR (CDCl3): 3.93 (s, 3H), 6.94 (dd, J=8.1 Hz, 1.5 Hz, 1H), 7.03 (td, J=7.8 Hz, 1.5 Hz, 1H), 7.10 (td, J=7.6 Hz, 1.8 Hz, 1H), 8.... Reported procedure: The compound was prepared following an analogous procedure to the one described for the synthesis of {2[-3-[3-(3-chloro-phenyl)-propyl]-3-(trans-4-methyl-cyclohexyl)-ureido]-thiazol-5-ylsulfanyl}-acetic acid using 4-(4-methyl-phenyl)-butyric-acid and 2-(2-amino-thiazol-5-ylsulfanyl)-2-methyl-propionic acid ethyl ester. As a reaction SMILES: ClC1C=C(CCC[N:11]([C@H:25]2[CH2:30][CH2:29][C@H:28]([CH3:31])[CH2:27][CH2:26]2)[C:12](=[O:24])NC2SC(SCC(O)=O)=CN=2)C=CC=1.[CH3:32][C:33]1[CH:38]=[CH:37][C:36]([CH2:39][CH2:40][CH2:41][C:42](O)=O)=[CH:35][CH:34]=1.C([O:47][C:48](=[O:59])[C:49]([S:52][C:53]1[S:57][C:56]([NH2:58])=[N:55][CH:54]=1)([CH3:51])[CH3:50])C>>[CH3:51][C:49]([S:52][C:53]1[S:57][C:56]([NH:58][C:12]([N:11]([C@H:25]2[CH2:30][CH2:29][C@H:28]([CH3:31])[CH2:27][CH2:26]2)[CH2:42][CH2:41][CH2:40][CH2:39][C:36]2[CH:35]=[CH:34][C:33]([CH3:32])=[CH:38][CH:37]=2)=[O:24])=[N:55][CH:54]=1)([CH3:50])[C:48]([OH:47])=[O:59]. Reactants: ClC=1C=C(C=CC1)CCCN(C(NC=1SC(=CN1)SCC(=O)O)=O)[C@@H]1CC[C@H](CC1)C ({2[-3-[3-(3-chloro-phenyl)-propyl]-3-(trans-4-methyl-cyclohexyl)-ureido]-thiazol-5-ylsulfanyl}-acetic acid), CC1=CC=C(C=C1)CCCC(=O)O (4-(4-methyl-phenyl)-butyric-acid), C(C)OC(C(C)(C)SC1=CN=C(S1)N)=O (2-(2-amino-thiazol-5-ylsulfanyl)-2-methyl-propionic acid ethyl ester). The product is CC(C(=O)O)(C)SC1=CN=C(S1)NC(=O)N(CCCCC1=CC=C(C=C1)C)[C@@H]1CC[C@H](CC1)C (2-Methyl-2-{2-[3-(trans-4-methyl-cyclohexyl)-3-(4-p-tolyl-butyl)-ureido]-thiazol-5-ylsulfanyl}-propionic acid).